From a dataset of the Open Reaction Database (ORD), a public repository of structured organic reaction records. describe an organic reaction: reactants, conditions, products, and yield Reactants: I[Si](C)(C)C (Iodotrimethylsilane), CO/C=C/C1=CC=C(C=C1)C1=NC=CN=C1 (2-[4-[(E)-2-methoxyethenyl]phenyl]-pyrazine), C(=O)(O)[O-].[Na+] (NaHCO3). The solvent is ClCCl (dichloromethane). Reaction conditions: time 18 hour. Yields the product N1=C(C=NC=C1)C1=CC=C(C=C1)CC=O (4-Pyrazinylbenzeneacetaldehyde). The yield is 67.7%. Reaction SMILES: I[Si](C)(C)C.C[O:7]/[CH:8]=[CH:9]/[C:10]1[CH:15]=[CH:14][C:13]([C:16]2[CH:21]=[N:20][CH:19]=[CH:18][N:17]=2)=[CH:12][CH:11]=1.C([O-])(O)=O.[Na+]>ClCCl>[N:17]1[CH:18]=[CH:19][N:20]=[CH:21][C:16]=1[C:13]1[CH:12]=[CH:11][C:10]([CH2:9][CH:8]=[O:7])=[CH:15][CH:14]=1 |f:2.3|. Reported procedure: Iodotrimethylsilane (0.46 mL, 3.30 mmol) was added dropwise to a suspension of the product from step A (175 mg, 0.82 mmol) and solid NaHCO3 (100 mg, 1.18 mmol) in dichloromethane (5 mL) at rt. The reaction mixture was stirred at rt for 18 h, carefully quenched with sat. aq. NaHCO3, extracted with dichloromethane, dried with Na2SO4, and concentrated in vacuo to give 110 mg (68%) of the title compound. The product was >95% pure as judged by its 1H NMR spectrum, and was used immediately in the next...